Dataset: the Open Reaction Database (ORD), a public repository of structured organic reaction records. Task: describe an organic reaction: reactants, conditions, products, and yield The reactants are C1CCOC1, CO, COc1ccc(F)cc1-c1nc2c(Cl)cccc2cc1CN=[N+]=[N-], [Pd]. Product: COc1ccc(F)cc1-c1nc2c(Cl)cccc2cc1CN. RXN SMILES: [CH2:25]1[O:26][CH2:27][CH2:28][CH2:29]1.[CH3:30][OH:31].[N:1](=[N+:2]=[N-:3])[CH2:4][c:5]1[c:6](-[c:16]2[c:17]([O:23][CH3:24])[cH:18][cH:19][c:20]([F:22])[cH:21]2)[n:7][c:8]2[c:9]([Cl:15])[cH:10][cH:11][cH:12][c:13]2[cH:14]1.[Pd:32]>>[NH2:1][CH2:4][c:5]1[c:6](-[c:16]2[c:17]([O:23][CH3:24])[cH:18][cH:19][c:20]([F:22])[cH:21]2)[n:7][c:8]2[c:9]([Cl:15])[cH:10][cH:11][cH:12][c:13]2[cH:14]1. The reactants are O=C([O-])[O-], CC(C)N, CCO, O=[N+]([O-])c1ccccc1F, [K+], [K+], O. Yields the product CC(C)Nc1ccccc1[N+](=O)[O-]. As a reaction SMILES: [C:15](=[O:16])([O-:17])[O-:18].[CH3:11][CH:12]([CH3:13])[NH2:14].[CH3:21][CH2:22][OH:23].[F:1][c:2]1[c:3]([N+:8](=[O:9])[O-:10])[cH:4][cH:5][cH:6][cH:7]1.[K+:19].[K+:20].[OH2:24]>>[c:2]1([NH:14][CH:12]([CH3:11])[CH3:13])[c:3]([N+:8](=[O:9])[O-:10])[cH:4][cH:5][cH:6][cH:7]1. Reactants: CC(C)C1(c2ccccc2O)Sc2ccccc2N(C)C1=O, ClCC1CO1, [Na+], [OH-], O. Yields the product CC(C)C1(c2ccccc2OCC2CO2)Sc2ccccc2N(C)C1=O. As a reaction SMILES: [CH:1]([CH3:2])([CH3:3])[C:4]1([c:16]2[c:17]([OH:22])[cH:18][cH:19][cH:20][cH:21]2)[S:5][c:6]2[c:7]([cH:12][cH:13][cH:14][cH:15]2)[N:8]([CH3:11])[C:9]1=[O:10].[Cl:25][CH2:26][CH:27]1[CH2:28][O:29]1.[Na+:24].[OH-:23].[OH2:30]>>[CH:1]([CH3:2])([CH3:3])[C:4]1([c:16]2[c:17]([O:22][CH2:26][CH:27]3[CH2:28][O:29]3)[cH:18][cH:19][cH:20][cH:21]2)[S:5][c:6]2[c:7]([cH:12][cH:13][cH:14][cH:15]2)[N:8]([CH3:11])[C:9]1=[O:10]. The product is C(C)OC(C(C1=CC=C(C=C1)Cl)SC1=CC=C(C=C1)OCC#CC)=O (Ethyl{[4-(2-butynyloxy)phenyl]sulfanyl)(4-chlorophenyl)acetate). Starting materials: ClC1=CC=C(C=C1)C(C(=O)OCC)SC1=CC=C(C=C1)O (ethyl (4-chlorophenyl)[(4-hydroxyphenyl)sulfanyl]acetate), BrCC#CC (4-bromo-2-butyne), yellow oil. Procedure details: Ethyl{[4-(2-butynyloxy)phenyl]sulfanyl)(4-chlorophenyl)acetate was prepared according to the general method as outlined in example 1 (step 2), starting from ethyl (4-chlorophenyl)[(4-hydroxyphenyl)sulfanyl]acetate (15.37 g, 47.7 mmol) and 4-bromo-2-butyne (4.26 ml, 48.7 mmol); 12.57 g yellow oil. Yield 69%; MS(EI): 374 (M+H)+ RXN SMILES: [Cl:1][C:2]1[CH:7]=[CH:6][C:5]([CH:8]([S:14][C:15]2[CH:20]=[CH:19][C:18]([OH:21])=[CH:17][CH:16]=2)[C:9]([O:11][CH2:12][CH3:13])=[O:10])=[CH:4][CH:3]=1.Br[CH2:23][C:24]#[C:25][CH3:26]>>[CH2:12]([O:11][C:9](=[O:10])[CH:8]([S:14][C:15]1[CH:16]=[CH:17][C:18]([O:21][CH2:23][C:24]#[C:25][CH3:26])=[CH:19][CH:20]=1)[C:5]1[CH:4]=[CH:3][C:2]([Cl:1])=[CH:7][CH:6]=1)[CH3:13]. Isolated yield 69.0%. Reactants: C1CCOC1, CCN1c2ncc(CCO)cc2C(=O)N(C)c2ccc(Cl)nc21, CCOC(=O)N=NC(=O)OCC, Oc1ccnc2ccccc12, c1ccc(P(c2ccccc2)c2ccccc2)cc1. The product is CCN1c2ncc(CCOc3ccnc4ccccc34)cc2C(=O)N(C)c2ccc(Cl)nc21. As a reaction SMILES: [CH2:66]1[O:67][CH2:68][CH2:69][CH2:70]1.[Cl:13][c:14]1[cH:15][cH:16][c:17]2[c:23]([n:24]1)[N:22]([CH2:25][CH3:26])[c:21]1[c:20]([cH:30][c:29]([CH2:31][CH2:32][OH:33])[cH:28][n:27]1)[C:19](=[O:34])[N:18]2[CH3:35].[O:1]=[C:2]([O:3][CH2:4][CH3:5])[N:6]=[N:7][C:8]([O:9][CH2:10][CH3:11])=[O:12].[OH:36][c:37]1[cH:38][cH:39][n:40][c:41]2[cH:42][cH:43][cH:44][cH:45][c:46]12.[c:47]1([P:48]([c:49]2[cH:50][cH:51][cH:52][cH:53][cH:54]2)[c:55]2[cH:56][cH:57][cH:58][cH:59][cH:60]2)[cH:61][cH:62][cH:63][cH:64][cH:65]1>>[Cl:13][c:14]1[cH:15][cH:16][c:17]2[c:23]([n:24]1)[N:22]([CH2:25][CH3:26])[c:21]1[c:20]([cH:30][c:29]([CH2:31][CH2:32][O:33][c:37]3[cH:38][cH:39][n:40][c:41]4[cH:42][cH:43][cH:44][cH:45][c:46]34)[cH:28][n:27]1)[C:19](=[O:34])[N:18]2[CH3:35]. Reactants: NC=1C(=NC(=CN1)Br)C(=O)O (3-amino-6-bromopyrazine-2-carboxylic acid), TEA, NC1=C(C=CC(=C1)C(C1=CC=CC=C1)=O)N1CCN(CC1)C(=O)OC(C)(C)C (tert-butyl 4-(2-amino-4-benzoylphenyl)piperazine-1-carboxylate). The solvent is C(C)#N (ACN). Product: NC=1C(=NC(=CN1)Br)C(=O)NC1=C(C=CC(=C1)C(C1=CC=CC=C1)=O)N1CCN(CC1)C(=O)OC(C)(C)C (tert-butyl 4-(2-(3-amino-6-bromopyrazine-2-carboxamido)-4-benzoylphenyl)piperazine-1-carboxylate). The yield is 50.0%. Reaction SMILES: [NH2:1][C:2]1[CH:7]=[C:6]([C:8](=[O:15])[C:9]2[CH:14]=[CH:13][CH:12]=[CH:11][CH:10]=2)[CH:5]=[CH:4][C:3]=1[N:16]1[CH2:21][CH2:20][N:19]([C:22]([O:24][C:25]([CH3:28])([CH3:27])[CH3:26])=[O:23])[CH2:18][CH2:17]1.[NH2:29][C:30]1[C:31]([C:37](O)=[O:38])=[N:32][C:33]([Br:36])=[CH:34][N:35]=1>C(#N)C>[NH2:29][C:30]1[C:31]([C:37]([NH:1][C:2]2[CH:7]=[C:6]([C:8](=[O:15])[C:9]3[CH:10]=[CH:11][CH:12]=[CH:13][CH:14]=3)[CH:5]=[CH:4][C:3]=2[N:16]2[CH2:21][CH2:20][N:19]([C:22]([O:24][C:25]([CH3:28])([CH3:27])[CH3:26])=[O:23])[CH2:18][CH2:17]2)=[O:38])=[N:32][C:33]([Br:36])=[CH:34][N:35]=1. Reported procedure: Following method 11, tert-butyl 4-(2-amino-4-benzoylphenyl)piperazine-1-carboxylate was coupled to 3-amino-6-bromopyrazine-2-carboxylic acid with TEA (1.5 eq) in ACN at 55° C. for 48 hours. Concentrated, triturated in cold ACN, filtered, and dried in vacuo yielding tert-butyl 4-(2-(3-amino-6-bromopyrazine-2-carboxamido)-4-benzoylphenyl)piperazine-1-carboxylate (50%). LCMS (m/z): 581.1 (MH+); LC Rt=4.00 min. Starting materials: O1C(=CC2=C1C=CC=C2)C(=O)C2N(CCCC2)C(=O)OC(C)(C)C ((RS)-2-(2-benzofuranylcarbonyl)-1-(tert-butyloxycarbonyl)piperidine), D2. The solvent is FC(C(=O)O)(F)F (trifluoroacetic acid), ClCCl (dichloromethane). Yields the product O1C(=CC2=C1C=CC=C2)C(=O)C2NCCCC2 ((RS)-1-Benzofuran-2-yl-1-piperidin-2-yl-methanone). The yield is 99.0%. As a reaction SMILES: [O:1]1[C:5]2[CH:6]=[CH:7][CH:8]=[CH:9][C:4]=2[CH:3]=[C:2]1[C:10]([CH:12]1[CH2:17][CH2:16][CH2:15][CH2:14][N:13]1C(OC(C)(C)C)=O)=[O:11]>FC(F)(F)C(O)=O.ClCCl>[O:1]1[C:5]2[CH:6]=[CH:7][CH:8]=[CH:9][C:4]=2[CH:3]=[C:2]1[C:10]([CH:12]1[CH2:17][CH2:16][CH2:15][CH2:14][NH:13]1)=[O:11]. Procedure: A solution of (RS)-2-(2-benzofuranylcarbonyl)-1-(tert-butyloxycarbonyl)piperidine, D2 (0.86 g, 2.61 mmol) in trifluoroacetic acid (5 ml) and dichloromethane (20 ml) was warmed at 35° C. for 0.5 h. The reaction mixture was evaporated in vacuo and the residue partitioned between dichloromethane (30 ml) and 1N sodium hydroxide (30 ml). The aqueous layer was extracted with dichloromethane (30 ml) and the combined organic layers dried (Na2SO4) and evaporated in vacuo to afford the title compound as a...